Dataset: the Open Reaction Database (ORD), a public repository of structured organic reaction records. Task: describe an organic reaction: reactants, conditions, products, and yield Starting materials: ClC1=NC=C(C=C1Cl)CSC (2,3-dichloro-5-methylthiomethylpyridine), N#CN (cyanamide), S([O-])(O)=O.[Na+] (sodium bisulfite), IC1=C(C(=CC=C1)CC(=O)[O-])CC(=O)[O-] (iodobenzenediacetate). Solvent: O (water). Conditions: temperature 0 celsius, time 30 minute. Product: ClC=1C=C(C=NC1Cl)CS(=NC#N)C ([1-(5,6-dichloropyridin-3-yl)methyl](methyl)-λ4-sulfanylidenecyanamide). RXN SMILES: [Cl:1][C:2]1[C:7]([Cl:8])=[CH:6][C:5]([CH2:9][S:10][CH3:11])=[CH:4][N:3]=1.[N:12]#[C:13][NH2:14].IC1C=CC=C(CC([O-])=O)C=1CC([O-])=O.S(=O)(O)[O-].[Na+]>O>[Cl:8][C:7]1[CH:6]=[C:5]([CH2:9][S:10]([CH3:11])=[N:14][C:13]#[N:12])[CH:4]=[N:3][C:2]=1[Cl:1] |f:3.4|. Reported procedure: To a stirred solution of 2,3-dichloro-5-methylthiomethylpyridine (3.5 g, 16.8 mmol) and cyanamide (1.43 g, 34 mmol) cooled in an ice-water bath was added iodobenzenediacetate (6.76 g, 21 mmol) in one portion. The resulting mixture was stirred at 0° C. for 30 min and then continued at room temperature for 1 h. A solution of sodium bisulfite (2 g) in water (50 mL) was added and the organic phase separated. The aqueous phase was extracted with dichloromethane (2×50 mL). The combined organic phase w... Reactants: O (water), [F-].[K+] (KF), [N+](=O)([O-])C1=C(C(=O)NCC(=O)OCC2=CC=CC=C2)C=CC(=C1)[N+](=O)[O-] (benzyl 2-(2,4-dinitrobenzamido)acetate), C1COCCOCCOCCOCCOCCO1 (18-crown-6). Run in CS(=O)C (DMSO). Run at temperature 145 celsius, time 30 minute. Yields the product FC1=C(C(=O)NCC(=O)OCC2=CC=CC=C2)C=CC(=C1)[N+](=O)[O-] (Benzyl 2-(2-fluoro-4-nitrobenzamido)acetate). Yield: 45.8%. RXN SMILES: [F-:1].[K+].[N+]([C:6]1[CH:25]=[C:24]([N+:26]([O-:28])=[O:27])[CH:23]=[CH:22][C:7]=1[C:8]([NH:10][CH2:11][C:12]([O:14][CH2:15][C:16]1[CH:21]=[CH:20][CH:19]=[CH:18][CH:17]=1)=[O:13])=[O:9])([O-])=O.C1OCCOCCOCCOCCOCCOC1.O>CS(C)=O>[F:1][C:6]1[CH:25]=[C:24]([N+:26]([O-:28])=[O:27])[CH:23]=[CH:22][C:7]=1[C:8]([NH:10][CH2:11][C:12]([O:14][CH2:15][C:16]1[CH:21]=[CH:20][CH:19]=[CH:18][CH:17]=1)=[O:13])=[O:9] |f:0.1|. Procedure details: A mixture of spray-dried KF (200 mg, 3.48 mmol), intermediate 1 (250 mg, 0.696 mmol) and catalytic amount of 18-crown-6 in dry DMSO (5 mL) was stirred at 140-150° C. for 30 min. After completion (TLC), the reaction mixture was poured into ice cooled water (100 mL) and stirred for 5 min. The solution was extracted with EtOAc (3×50 mL). The combined solution was dried over anhyd Na2SO4. The solution was filtered and evaporated the solvents. The residue was chromatographed over silica gel column us... Starting materials: BrC1=CC=C(C=C1)[N+](=O)[O-] (1-bromo-4-nitrobenzene), C(C1=CC=CC=C1)N1CCNCC1 (1-benzylpiperazine). Solvent: C(Cl)Cl.O (DCM H2O). Run at temperature 80 celsius. The product is C(C1=CC=CC=C1)N1CCN(CC1)C1=CC=C(C=C1)[N+](=O)[O-] (1-Benzyl-4-(4-nitro-phenyl)-piperazine). As a reaction SMILES: Br[C:2]1[CH:7]=[CH:6][C:5]([N+:8]([O-:10])=[O:9])=[CH:4][CH:3]=1.[CH2:11]([N:18]1[CH2:23][CH2:22][NH:21][CH2:20][CH2:19]1)[C:12]1[CH:17]=[CH:16][CH:15]=[CH:14][CH:13]=1>C(Cl)Cl.O>[CH2:11]([N:18]1[CH2:23][CH2:22][N:21]([C:2]2[CH:7]=[CH:6][C:5]([N+:8]([O-:10])=[O:9])=[CH:4][CH:3]=2)[CH2:20][CH2:19]1)[C:12]1[CH:13]=[CH:14][CH:15]=[CH:16][CH:17]=1 |f:2.3|. Reported procedure: A mixture of 1-bromo-4-nitrobenzene (5 g, 24.8 mmol) and 1-benzylpiperazine (8.6 ml, 49.5 mmol, 2 equiv) is heated to 80° C. for 17 h. The reaction mixture is allowed to cool to RT, and is diluted with DCM/H2O. The layers are separated and the aqueous phase is extracted with DCM. The combined organic phase is washed with brine, dried (Na2SO4), filtered and concentrated. Purification of the residue by silica gel column chromatography (Hex/EtOAc, 1:1) affords the title compound as a yellow solid: ... Reactants: COC(=O)C=1N(C2=CC(=CC=C2C(C1CBr)=O)Cl)C1=CC=CC=C1 (3-bromomethyl-7-chloro-4-oxo-1-phenyl-1,4-dihydro-quinoline-2-carboxylic acid methyl ester), COC(C1=CC(=NC=C1)O)=O (methyl-2-hydroxyisonicotinate), C([O-])([O-])=O.[K+].[K+] (potassium carbonate). Solvent: CN(C=O)C (N,N-dimethylformamide). The product is ethyl acetate hexanes, COC(=O)C=1N(C2=CC(=CC=C2C(C1CN1C(C=C(C=C1)C(=O)OC)=O)=O)Cl)C1=CC=CC=C1 (7-chloro-3-(4-methoxycarbonyl-2-oxo-2H-pyridin-1-ylmethyl)-4-oxo-1-phenyl-1,4-dihydro-quinoline-2-carboxylic acid methyl ester). Yield: 46.4%. As a reaction SMILES: [CH3:1][O:2][C:3]([C:5]1[N:6]([C:19]2[CH:24]=[CH:23][CH:22]=[CH:21][CH:20]=2)[C:7]2[C:12]([C:13](=[O:17])[C:14]=1[CH2:15]Br)=[CH:11][CH:10]=[C:9]([Cl:18])[CH:8]=2)=[O:4].[CH3:25][O:26][C:27](=[O:35])[C:28]1[CH:33]=[CH:32][N:31]=[C:30]([OH:34])[CH:29]=1.C(=O)([O-])[O-].[K+].[K+]>CN(C)C=O>[CH3:1][O:2][C:3]([C:5]1[N:6]([C:19]2[CH:24]=[CH:23][CH:22]=[CH:21][CH:20]=2)[C:7]2[C:12]([C:13](=[O:17])[C:14]=1[CH2:15][N:31]1[CH:32]=[CH:33][C:28]([C:27]([O:26][CH3:25])=[O:35])=[CH:29][C:30]1=[O:34])=[CH:11][CH:10]=[C:9]([Cl:18])[CH:8]=2)=[O:4] |f:2.3.4|. Reported procedure: A solution of 3-bromomethyl-7-chloro-4-oxo-1-phenyl-1,4-dihydro-quinoline-2-carboxylic acid methyl ester (550 mg, 1.35 mmol), methyl-2-hydroxyisonicotinate (290 mg, 1.89 mmol) and potassium carbonate (280 mg, 2.03 mmol) in N,N-dimethylformamide (15 mL) was stirred at 25° C. overnight. At this time, the reaction was concentrated in vacuo. Flash chromatography (ISCO column, 40% ethyl acetate/hexanes) afforded 7-chloro-3-(4-methoxycarbonyl-2-oxo-2H-pyridin-1-ylmethyl)-4-oxo-1-phenyl-1,4-dihydro-qui...